From a dataset of the Open Reaction Database (ORD), a public repository of structured organic reaction records. describe an organic reaction: reactants, conditions, products, and yield Reactants: O (water), CC1=C(C=C(C=C1)C)C(CC)(OCCN1CCNCC1)C1=CC=CC=C1 (1-[2-[1-(2,5-dimethylphenyl)-1-phenylpropoxy]ethyl]piperazine), C([O-])([O-])=O.[K+].[K+] (potassium carbonate), C(C=C)Br (allyl bromide). Solvent: C1=CC=CC=C1 (benzene), C1=CC=CC=C1 (benzene). Product: C(\C=C\C(=O)O)(=O)O.CC1=C(C=C(C=C1)C)C(CC)(OCCN1CCN(CC1)CC=C)C1=CC=CC=C1 (1-[2-[1-(2,5-dimethylphenyl)-1-phenylpropoxy]ethyl]-4-(2-propenyl)piperazine dihydrogen fumarate). RXN SMILES: [CH3:1][C:2]1[CH:7]=[CH:6][C:5]([CH3:8])=[CH:4][C:3]=1[C:9]([C:21]1[CH:26]=[CH:25][CH:24]=[CH:23][CH:22]=1)([O:12][CH2:13][CH2:14][N:15]1[CH2:20][CH2:19][NH:18][CH2:17][CH2:16]1)[CH2:10][CH3:11].[C:27](=[O:30])([O-:29])[O-].[K+].[K+].[CH2:33](Br)[CH:34]=[CH2:35].[OH2:37]>C1C=CC=CC=1>[C:9]([OH:37])(=[O:12])/[CH:21]=[CH:26]/[C:27]([OH:29])=[O:30].[CH3:1][C:2]1[CH:7]=[CH:6][C:5]([CH3:8])=[CH:4][C:3]=1[C:9]([C:21]1[CH:26]=[CH:25][CH:24]=[CH:23][CH:22]=1)([O:12][CH2:13][CH2:14][N:15]1[CH2:20][CH2:19][N:18]([CH2:35][CH:34]=[CH2:33])[CH2:17][CH2:16]1)[CH2:10][CH3:11] |f:1.2.3,7.8|. Procedure: To a mixture containing 10.6 g of 1-[2-[1-(2,5-dimethylphenyl)-1-phenylpropoxy]ethyl]piperazine and 4.6 g of anhydrous, powdered potassium carbonate in 90 ml of anhydrous benzene, 3.6 g of allyl bromide dissolved in 10 ml of benzene are dropped while mild refluxing, then the reaction mixture is boiled for one additional hour. After cooling down, water is added to the mixture, the organic phase is separated, washed with water until neutral, dried over anhydrous sodium sulfate and evaporated under... The reactants are BrC=1C(=C(N(C1C(F)(F)F)C)C1=CC=C(C=C1)Cl)C#N (4-bromo-2-(p-chlorophenyl)-1-methyl-5-(trifluoromethyl)pyrrole-3-carbonitrile), ClCl (chlorine). Run in ClC1=CC=CC=C1 (chlorobenzene). The product is ClC=1C(=C(N(C1C(F)(F)F)C)C1=CC=C(C=C1)Cl)C#N (4-Chloro-2-(p-chlorophenyl)-1-methyl-5-(trifluoromethyl)pyrrole-3-carbonitrile). RXN SMILES: Br[C:2]1[C:3]([C:19]#[N:20])=[C:4]([C:12]2[CH:17]=[CH:16][C:15]([Cl:18])=[CH:14][CH:13]=2)[N:5]([CH3:11])[C:6]=1[C:7]([F:10])([F:9])[F:8].[Cl:21]Cl>ClC1C=CC=CC=1>[Cl:21][C:2]1[C:3]([C:19]#[N:20])=[C:4]([C:12]2[CH:17]=[CH:16][C:15]([Cl:18])=[CH:14][CH:13]=2)[N:5]([CH3:11])[C:6]=1[C:7]([F:10])([F:9])[F:8]. Procedure details: A solution of 4-bromo-2-(p-chlorophenyl)-1-methyl-5-(trifluoromethyl)pyrrole-3-carbonitrile (20.0 g, 0.055 mol) in chlorobenzene at 60° C. is treated with chlorine gas at 60° C. over a 1/2 hour period, cooled to room temperature, washed sequentially with water, aqueous sodium metabisulfite and water, dried over sodium sulfate and concentrated in vacuo to give a residue. The residue is crystallized in heptane to give the title product as a pale yellow solid, 17.6 g (quantitative yield), mp 109.5°... The reactants are FC1=CC=C(C=C1)[C@H]1CCCC(N1[C@H](CO)C1=CC=CC=C1)=O ((R)-6-(4-Fluoro-phenyl)-1-((S)-2-hydroxy-1-phenyl-ethyl)-piperidin-2-one). Reagents/catalysts: [Pd] (palladium on charcoal). Solvent: C(C)O (ethanol). The product is FC1=CC=C(C=C1)[C@@H]1NCCCC1 ((R)-2-(4-Fluoro-phenyl)-piperidine). The yield is 92.3%. Reaction SMILES: [F:1][C:2]1[CH:7]=[CH:6][C:5]([C@@H:8]2[N:13]([C@@H](C3C=CC=CC=3)CO)[C:12](=O)[CH2:11][CH2:10][CH2:9]2)=[CH:4][CH:3]=1>[Pd].C(O)C>[F:1][C:2]1[CH:3]=[CH:4][C:5]([C@H:8]2[CH2:9][CH2:10][CH2:11][CH2:12][NH:13]2)=[CH:6][CH:7]=1. Reported procedure: (R)-6-(4-Fluoro-phenyl)-1-((S)-2-hydroxy-1-phenyl-ethyl)-piperidin-2-one (650 mg, 1.94 mmol) and palladium on charcoal (0.2 g) in ethanol (25 mL) were stirred under an atmosphere of hydrogen for 20 hours. The reaction mixture was filtered through Celite® then evaporated and the material dissolved in methanol and purified on a 10 g SCX-2 cartridge, eluting with 2 N ammonium hydroxide in methanol. The ammoniacal fractions were evaporated to yield the title compound (0.321 g), which was used in the... Starting materials: Oc1ccc(Br)cc1F, CCCCCCCCCCBr, CCC(C)=O. Yields the product CCCCCCCCCCOc1ccc(Br)cc1F. As a reaction SMILES: [Br:12][c:13]1[cH:14][c:15]([F:20])[c:16]([OH:19])[cH:17][cH:18]1.[Br:1][CH2:2][CH2:3][CH2:4][CH2:5][CH2:6][CH2:7][CH2:8][CH2:9][CH2:10][CH3:11].[CH3:21][C:22](=[O:23])[CH2:24][CH3:25]>>[CH2:2]([CH2:3][CH2:4][CH2:5][CH2:6][CH2:7][CH2:8][CH2:9][CH2:10][CH3:11])[O:19][c:16]1[c:15]([F:20])[cH:14][c:13]([Br:12])[cH:18][cH:17]1.